From a dataset of the Open Reaction Database (ORD), a public repository of structured organic reaction records. describe an organic reaction: reactants, conditions, products, and yield Starting materials: CCOC(=O)C(C)(C)S(=O)(=O)N1CCC1, C1CCOC1, C[Si](C)(C)[O-], Cl, [K+]. Product: CC(C)(C(=O)O)S(=O)(=O)N1CCC1. RXN SMILES: [CH2:1]([CH3:2])[O:3][C:4]([C:5]([CH3:6])([CH3:7])[S:8](=[O:9])(=[O:10])[N:11]1[CH2:12][CH2:13][CH2:14]1)=[O:15].[CH2:22]1[O:23][CH2:24][CH2:25][CH2:26]1.[CH3:16][Si:17]([CH3:18])([CH3:19])[O-:20].[ClH:27].[K+:21]>>[O:3]=[C:4]([C:5]([CH3:6])([CH3:7])[S:8](=[O:9])(=[O:10])[N:11]1[CH2:12][CH2:13][CH2:14]1)[OH:15]. The reactants are CC(C)COC(=O)Nc1cccc(Cn2ccc3cc(C(=O)O)ccc32)c1, NS(=O)(=O)c1ccccc1Cl. Yields the product CC(C)COC(=O)Nc1cccc(Cn2ccc3cc(C(=O)NS(=O)(=O)c4ccccc4Cl)ccc32)c1. Reaction SMILES: [CH2:1]([CH:2]([CH3:3])[CH3:4])[O:5][C:6](=[O:7])[NH:8][c:9]1[cH:10][c:11]([CH2:12][n:13]2[cH:14][cH:15][c:16]3[cH:17][c:18]([C:22](=[O:23])[OH:24])[cH:19][cH:20][c:21]23)[cH:25][cH:26][cH:27]1.[Cl:28][c:29]1[c:30]([S:35](=[O:36])(=[O:37])[NH2:38])[cH:31][cH:32][cH:33][cH:34]1>>[CH2:1]([CH:2]([CH3:3])[CH3:4])[O:5][C:6](=[O:7])[NH:8][c:9]1[cH:10][c:11]([CH2:12][n:13]2[cH:14][cH:15][c:16]3[cH:17][c:18]([C:22](=[O:23])[NH:38][S:35]([c:30]4[c:29]([Cl:28])[cH:34][cH:33][cH:32][cH:31]4)(=[O:36])=[O:37])[cH:19][cH:20][c:21]23)[cH:25][cH:26][cH:27]1. Starting materials: C(#N)NC(SC)=NCCSCC1=C(N=CN1)C (N-cyano-N'-[2-((4-methyl-5-imidazolyl)methylthio)ethyl]-S-methylisothiourea), C(CN)N (ethylenediamine). Yields the product C(#N)NC(=NCCSCC1=C(N=CN1)C)NCCN (N-cyano-N'-(2-aminoethyl)-N"-[2-((4-methyl-5-imidazolyl)methylthio)ethyl]guanidine). Reaction SMILES: [C:1]([NH:3][C:4](=[N:7][CH2:8][CH2:9][S:10][CH2:11][C:12]1[NH:16][CH:15]=[N:14][C:13]=1[CH3:17])SC)#[N:2].[CH2:18]([NH2:21])[CH2:19][NH2:20]>>[C:1]([NH:3][C:4]([NH:20][CH2:19][CH2:18][NH2:21])=[N:7][CH2:8][CH2:9][S:10][CH2:11][C:12]1[NH:16][CH:15]=[N:14][C:13]=1[CH3:17])#[N:2]. Procedure details: Reaction of N-cyano-N'-[2-((4-methyl-5-imidazolyl)methylthio)ethyl]-S-methylisothiourea with excess ethylenediamine at room temperature afforded the title compound m.p. 164°-167° (from acetonitrile-ethanol) The reactants are C(C)(C)(C)OC(=O)N1[C@@H](CC(C1)=NOC)C(=O)O ((2S,4EZ)-1-(tert-butoxycarbonyl)-4-(methoxyimino)-2-pyrrolidinecarboxylic acid), C(#N)C1=C(C=CC=C1)C1=CC=C(C=C1)C(=O)O (2′-cyano[1,1′-biphenyl]-4-carboxylic acid), CO (methanol). The product is C(#N)C1=C(C=CC=C1)C1=CC=C(C=C1)C(=O)N1[C@@H](CC(C1)=NOC)C(=O)OC (Methyl (2S,4EZ)-1-[(2′-cyano[1,1′-biphenyl]-4-yl)carbonyl]-4-(methoxyimino)-2-pyrrolidinecarboxylate). As a reaction SMILES: C(O[C:6]([N:8]1[CH2:12][C:11](=[N:13][O:14][CH3:15])[CH2:10][C@H:9]1[C:16]([OH:18])=[O:17])=[O:7])(C)(C)C.[C:19]([C:21]1[CH:26]=[CH:25][CH:24]=[CH:23][C:22]=1[C:27]1[CH:32]=[CH:31][C:30](C(O)=O)=[CH:29][CH:28]=1)#[N:20].[CH3:36]O>>[C:19]([C:21]1[CH:26]=[CH:25][CH:24]=[CH:23][C:22]=1[C:27]1[CH:32]=[CH:31][C:30]([C:6]([N:8]2[CH2:12][C:11](=[N:13][O:14][CH3:15])[CH2:10][C@H:9]2[C:16]([O:18][CH3:36])=[O:17])=[O:7])=[CH:29][CH:28]=1)#[N:20]. Procedure details: Following the general method as outlined in Example 11, starting from (2S,4EZ)-1-(tert-butoxycarbonyl)-4-(methoxyimino)-2-pyrrolidinecarboxylic acid, 2′-cyano[1,1′-biphenyl]-4-carboxylic acid, and methanol, the title compound was isolated as a mixture of two isomers in 91.6% purity by HPLC. Yields the product C1(=CC=CC=C1)NC(=O)ON=C(C)C(C)N(C(CCl)=O)C1=C(C=CC=C1C)C (3-(N-chloroacetyl-2,6-dimethylphenylamino)-2-butanone-O-phenylcarbamyl oxime). Reagents/catalysts: C(C)N(CC)CC (triethylamine). Procedure details: Following the procedure of Example 11, 3 g of 3-(N-chloroacetyl-2,6-dimethylphenylamino)-2-butanone oxime, 3 g phenylisocyanate and 5 drops triethylamine in 100 ml methylene chloride were stirred, refluxed and worked up to yield the title product, m.p. 115°-117° C. This product is tabulated as Compound No. 18 in Table I. The reactants are ClCC(=O)N(C(C(C)=NO)C)C1=C(C=CC=C1C)C (3-(N-chloroacetyl-2,6-dimethylphenylamino)-2-butanone oxime), C1(=CC=CC=C1)N=C=O (phenylisocyanate). Run in C(Cl)Cl (methylene chloride). Reaction SMILES: [Cl:1][CH2:2][C:3]([N:5]([C:12]1[C:17]([CH3:18])=[CH:16][CH:15]=[CH:14][C:13]=1[CH3:19])[CH:6]([CH3:11])[C:7](=[N:9][OH:10])[CH3:8])=[O:4].[C:20]1([N:26]=[C:27]=[O:28])[CH:25]=[CH:24][CH:23]=[CH:22][CH:21]=1>C(N(CC)CC)C.C(Cl)Cl>[C:20]1([NH:26][C:27]([O:10][N:9]=[C:7]([CH:6]([N:5]([C:12]2[C:13]([CH3:19])=[CH:14][CH:15]=[CH:16][C:17]=2[CH3:18])[C:3](=[O:4])[CH2:2][Cl:1])[CH3:11])[CH3:8])=[O:28])[CH:25]=[CH:24][CH:23]=[CH:22][CH:21]=1. The reactants are COC(=O)c1cc([N+](=O)[O-])c(C)cc1OC1CCN(C(=O)OC(C)(C)C)CC1, Cl. Yields the product Cc1cc(OC2CCN(C(=O)OC(C)(C)C)CC2)c(C(=O)O)cc1[N+](=O)[O-]. RXN SMILES: [C:1]([CH3:2])([CH3:3])([CH3:4])[O:5][C:6](=[O:7])[N:8]1[CH2:9][CH2:10][CH:11]([O:14][c:15]2[cH:16][c:17]([CH3:28])[c:18]([N+:25](=[O:26])[O-:27])[cH:19][c:20]2[C:21](=[O:22])[O:23][CH3:24])[CH2:12][CH2:13]1.[ClH:29]>>[C:1]([CH3:2])([CH3:3])([CH3:4])[O:5][C:6](=[O:7])[N:8]1[CH2:9][CH2:10][CH:11]([O:14][c:15]2[cH:16][c:17]([CH3:28])[c:18]([N+:25](=[O:26])[O-:27])[cH:19][c:20]2[C:21](=[O:22])[OH:23])[CH2:12][CH2:13]1.